Dataset: the Open Reaction Database (ORD), a public repository of structured organic reaction records. Task: describe an organic reaction: reactants, conditions, products, and yield Reactants: CC(C)(C)C(=O)Oc2ccc(Cc1ccccc1)c3ccccc23 (substrate), O=C=O (effective_coupling_partner). The reagents and catalysts are dppf. Reaction conditions: temperature 80 celsius, time 48 hour. The product is O=C(O)c2ccc(Cc1ccccc1)c3ccccc23. The reactants are C(=O)(OCC1=CC=CC=C1)NCCC1=CC(O)=C(O)C=C1 (N-carbobenzoxydopamine), N1=CC=CC=C1 (pyridine), C(C(C)C)(=O)Cl (isobutyryl chloride), C([O-])([O-])=O.[Na+].[Na+] (sodium carbonate). Run at time 12 hour. Yields the product C(C(C)C)(=O)OC=1C=C(CCNC(=O)OCC2=CC=CC=C2)C=CC1OC(C(C)C)=O (3,4-di-O-isobutyryl -N-carbobenzoxydopamine). The yield is 74.7%. RXN SMILES: [C:1]([NH:11][CH2:12][CH2:13][C:14]1[CH:21]=[CH:20][C:18]([OH:19])=[C:16]([OH:17])[CH:15]=1)([O:3][CH2:4][C:5]1[CH:10]=[CH:9][CH:8]=[CH:7][CH:6]=1)=[O:2].[C:22](Cl)(=[O:26])[CH:23]([CH3:25])[CH3:24].[C:28](=[O:31])([O-])[O-].[Na+].[Na+].N1C=C[CH:37]=[CH:36][CH:35]=1>>[C:22]([O:17][C:16]1[CH:15]=[C:14]([CH:21]=[CH:20][C:18]=1[O:19][C:28](=[O:31])[CH:36]([CH3:37])[CH3:35])[CH2:13][CH2:12][NH:11][C:1]([O:3][CH2:4][C:5]1[CH:6]=[CH:7][CH:8]=[CH:9][CH:10]=1)=[O:2])(=[O:26])[CH:23]([CH3:25])[CH3:24] |f:2.3.4|. Reported procedure: To 80 ml of a pyridine solution containing 10.7 g (37 mmol) of N-carbobenzoxydopamine obtained in Synthetic Example 1-(1) was added dropwise 9.9 g (93 mmol) of isobutyryl chloride at 5° to 10° C. After stirring at room temperature for 12 hours, the mixture was allowed to react at 35° to 40° C. for 3 hours. Then, the reaction mixture was poured into ice and a sodium carbonate solution and stirred at room temperature for 30 minutes. The mixture was extracted with diethyl ether and the resulting ex...